Dataset: the Open Reaction Database (ORD), a public repository of structured organic reaction records. Task: describe an organic reaction: reactants, conditions, products, and yield Reactants: N#Cc1ccc(C(=O)CBr)cc1, CC#N, c1ccncc1. Yields the product [Br-], N#Cc1ccc(C(=O)C[n+]2ccccc2)cc1. As a reaction SMILES: [C:1](#[N:2])[c:3]1[cH:4][cH:5][c:6]([C:7]([CH2:8][Br:9])=[O:10])[cH:11][cH:12]1.[CH3:19][C:20]#[N:21].[cH:13]1[cH:14][cH:15][n:16][cH:17][cH:18]1>>[Br-:9].[C:1](#[N:2])[c:3]1[cH:4][cH:5][c:6]([C:7]([CH2:8][n+:16]2[cH:15][cH:14][cH:13][cH:18][cH:17]2)=[O:10])[cH:11][cH:12]1. Starting materials: ClC1=NC=C2C(=N1)N(C(N(C2C)C2=C(C=C(C=C2)OC)F)=O)C2=CC=CC=C2 ((±)-7-chloro-3-(2-fluoro-4-methoxy-phenyl)-4-methyl-1-phenyl-3,4-dihydro-1H-pyrimido[4,5-d]pyrimidin-2-one), NC1=CC=CC=C1 (aniline). Run at temperature 110 celsius. Product: FC1=C(C=CC(=C1)OC)N1C(N(C2=NC(=NC=C2C1C)NC1=CC=CC=C1)C1=CC=CC=C1)=O ((±)-3-(2-fluoro-4-methoxy-phenyl)-4-methyl-1-phenyl-7-phenylamino-3,4-dihydro-1H-pyrimido[4,5-d]pyrimidin-2-one). As a reaction SMILES: Cl[C:2]1[N:7]=[C:6]2[N:8]([C:23]3[CH:28]=[CH:27][CH:26]=[CH:25][CH:24]=3)[C:9](=[O:22])[N:10]([C:13]3[CH:18]=[CH:17][C:16]([O:19][CH3:20])=[CH:15][C:14]=3[F:21])[CH:11]([CH3:12])[C:5]2=[CH:4][N:3]=1.[NH2:29][C:30]1[CH:35]=[CH:34][CH:33]=[CH:32][CH:31]=1>>[F:21][C:14]1[CH:15]=[C:16]([O:19][CH3:20])[CH:17]=[CH:18][C:13]=1[N:10]1[CH:11]([CH3:12])[C:5]2[C:6](=[N:7][C:2]([NH:29][C:30]3[CH:35]=[CH:34][CH:33]=[CH:32][CH:31]=3)=[N:3][CH:4]=2)[N:8]([C:23]2[CH:24]=[CH:25][CH:26]=[CH:27][CH:28]=2)[C:9]1=[O:22]. Procedure: (±)-7-Chloro-3-(2-fluoro-4-methoxy-phenyl)-4-methyl-1-phenyl-3,4-dihydro-1H-pyrimido[4,5-d]pyrimidin-2-one (0.21 g; 0.53 mmol) (from Example 8c supra) and aniline (450 μL; 4.94 mmol) (Aldrich) were combined and heated at 110° C. for 1 hour. After cooling, the mixture was triturated with hexanes. The solid residue was dissolved in dichloromethane and washed with water and brine, dried over anhydrous sodium sulfate, filtered and concentrated. Purification by flash chromatography (Biotage 12M; 40:6... The reactants are ClC=1C=C(CN2C(=NC=C2)C=O)C=C(C1)Cl (1-(3,5-dichloro-benzyl)-1H-imidazole-2-carbaldehyde), C(C1=CC=CC=C1)N (benzylamine), 3A, C1=CC=CC=C1 (benzene). Conditions: temperature 0 celsius, time 1 hour. The product is C(C1=CC=CC=C1)NC(C)C=1N(C=CN1)CC1=CC(=CC(=C1)Cl)Cl (Benzyl-{1-[1-(3,5-dichloro-benzyl)-1H-imidazol-2-yl]-ethyl}-amine). Yield: 33.0%. Reaction SMILES: [Cl:1][C:2]1[CH:3]=[C:4]([CH:13]=[C:14]([Cl:16])[CH:15]=1)[CH2:5][N:6]1[CH:10]=[CH:9][N:8]=[C:7]1[CH:11]=O.[CH2:17]([NH2:24])[C:18]1[CH:23]=[CH:22][CH:21]=[CH:20][CH:19]=1.[CH:25]1C=CC=CC=1>>[CH2:17]([NH:24][CH:11]([C:7]1[N:6]([CH2:5][C:4]2[CH:3]=[C:2]([Cl:1])[CH:15]=[C:14]([Cl:16])[CH:13]=2)[CH:10]=[CH:9][N:8]=1)[CH3:25])[C:18]1[CH:23]=[CH:22][CH:21]=[CH:20][CH:19]=1. Reported procedure: A mixture of 1-(3,5-dichloro-benzyl)-1H-imidazole-2-carbaldehyde (see Example 2) (128 mg, 0.50 mmol), benzylamine (64 mg, 0.60 mmol), 3A molecular sieves (100 mg) and benzene (5 mL) was refluxed under N2 for 3 h. After cooling, the mixture was filtered and the filtrate concentrated in vacuo. The crude imine was dissolved in dry THF (3 mL) and the solution cooled to 0° C. before addition of MeMgBr (0.2 mL of a 3N solution in THF, 0.6 mmol). The resulting mixture was stirred at 0° C. for 1 h and t... The reactants are C(C1=CC=CC=C1)OC=1C=C(C(=O)O)C=C(C1OCC1=CC=CC=C1)[N+](=O)[O-] (3,4-bis(benzyloxy)-5-nitrobenzoic acid), 1,1-carbonyldiimidazole, O\N=C(\C1=C(N=CC=C1)C(F)(F)F)/N ((Z)—N′-hydroxy-2-(trifluoromethyl)nicotinimidamide). Run in CN(C=O)C (dimethylformamide). Conditions: time 2 hour. Yields the product C(C1=CC=CC=C1)OC=1C=C(C(=O)O\N=C(\C2=C(N=CC=C2)C(F)(F)F)/N)C=C(C1OCC1=CC=CC=C1)[N+](=O)[O-] ((Z)—N′-(3,4-bis(benzyloxy)-5-nitrobenzoyloxy)-2-(trifluoromethyl)nicotinimidamide). RXN SMILES: [CH2:1]([O:8][C:9]1[CH:10]=[C:11]([CH:15]=[C:16]([N+:26]([O-:28])=[O:27])[C:17]=1[O:18][CH2:19][C:20]1[CH:25]=[CH:24][CH:23]=[CH:22][CH:21]=1)[C:12]([OH:14])=[O:13])[C:2]1[CH:7]=[CH:6][CH:5]=[CH:4][CH:3]=1.O/[N:30]=[C:31](\[NH2:42])/[C:32]1[CH:37]=[CH:36][CH:35]=[N:34][C:33]=1[C:38]([F:41])([F:40])[F:39]>CN(C)C=O>[CH2:1]([O:8][C:9]1[CH:10]=[C:11]([CH:15]=[C:16]([N+:26]([O-:28])=[O:27])[C:17]=1[O:18][CH2:19][C:20]1[CH:21]=[CH:22][CH:23]=[CH:24][CH:25]=1)[C:12]([O:14]/[N:30]=[C:31](\[NH2:42])/[C:32]1[CH:37]=[CH:36][CH:35]=[N:34][C:33]=1[C:38]([F:41])([F:39])[F:40])=[O:13])[C:2]1[CH:7]=[CH:6][CH:5]=[CH:4][CH:3]=1. Procedure: To a stirred solution of 3,4-bis(benzyloxy)-5-nitrobenzoic acid (0.759 g, 2 mmol) in dimethylformamide (10 mL) at room temperature was added 1,1-carbonyldiimidazole (0.34 g, 2.10 mmol) in one portion. The resulting yellow mixture was allowed to stir for ninety minutes whereupon (Z)—N′-hydroxy-2-(trifluoromethyl)nicotinimidamide (0.41 g, 2 mmol) was added in one portion. The resulting mixture was stifled at room temperature for two hours and then poured onto water (100 mL). The resulting precipit... Reactants: FC(C=1C=C(C=CC1)C(=O)C=O)(F)F (3-trifluoromethylphenylglyoxal), C(=O)(OC)C1=CC=C(C=C1)CCCN (3-(4-carbomethoxyphenyl) propylamine). The product is C(=O)(OC)C1=CC=C(C=C1)CCCNCC(C1=CC(=CC=C1)C(F)(F)F)O (N-(3-(4-Carbomethoxyphenyl)propyl)-2-hydroxy-2-(3-trifluoromethylphenyl)ethanamine). As a reaction SMILES: [F:1][C:2]([F:14])([F:13])[C:3]1[CH:4]=[C:5]([C:9]([CH:11]=O)=[O:10])[CH:6]=[CH:7][CH:8]=1.[C:15]([C:19]1[CH:24]=[CH:23][C:22]([CH2:25][CH2:26][CH2:27][NH2:28])=[CH:21][CH:20]=1)([O:17][CH3:18])=[O:16]>>[C:15]([C:19]1[CH:24]=[CH:23][C:22]([CH2:25][CH2:26][CH2:27][NH:28][CH2:11][CH:9]([OH:10])[C:5]2[CH:6]=[CH:7][CH:8]=[C:3]([C:2]([F:1])([F:13])[F:14])[CH:4]=2)=[CH:21][CH:20]=1)([O:17][CH3:18])=[O:16]. Reported procedure: The title compound was prepared as in Example 1a from 3-trifluoromethylphenylglyoxal (1.99 g) and 3-(4-carbomethoxyphenyl) propylamine (1.9 g) and crystallised from hexane m.p. 86°-96°. τ(CDCl3) 7.9-8.35 (2H,m), 7.55 (2H, broad, replaceable by D2O), 7.0-7.5 (6H,m), 6.15 (3H,s), 5.3 (1H,m), 2.85 (2H,d,J=8 Hz), 2.3-2.6 (4H,m), 2.05 (2H,d,J=8 Hz). Starting materials: BrC=1C=C(C=CC1)[C@@H](COS(=O)(=O)C1=CC=C(C=C1)C)F (toluene-4-sulfonic acid (S)-2-(3-bromophenyl)-2-fluoro-ethyl ester), solution, C(C=C)[Mg]Br (allylmagnesium bromide). The solvent is C1CCOC1 (THF). Conditions: time 5 hour. The product is BrC1=CC(=CC=C1)[C@H](CCC=C)F (1-bromo-(S)-3-(1-fluoropent-4-en-1-yl)benzene). RXN SMILES: [Br:1][C:2]1[CH:3]=[C:4]([C@H:8]([F:21])[CH2:9]OS(C2C=CC(C)=CC=2)(=O)=O)[CH:5]=[CH:6][CH:7]=1.[CH2:22]([Mg]Br)[CH:23]=[CH2:24]>C1COCC1>[Br:1][C:2]1[CH:7]=[CH:6][CH:5]=[C:4]([C@@H:8]([F:21])[CH2:9][CH2:24][CH:23]=[CH2:22])[CH:3]=1. Procedure details: A solution of toluene-4-sulfonic acid (S)-2-(3-bromophenyl)-2-fluoro-ethyl ester (5 mmol) in THF at room temperature is treated dropwise with a 1M solution of allylmagnesium bromide, stirred at room temperature for 5 h, quenched with saturated NH4Cl and extracted with ethyl acetate. The extracts are combined, washed sequentially with water and brine, dried over MgSO4 and concentrated in vacuo to afford 1-bromo-(S)-3-(1-fluoropent-4-en-1-yl)benzene. Starting materials: ClC1=C(C=CC(=C1)F)C (2-chloro-4-fluorotoluene), [N+](=O)([O-])[O-].[K+] (KNO3), [N+](=O)([O-])[O-].[K+] (KNO3). Solvent: OS(=O)(=O)O (H2SO4). Run at time 1 hour. Yields the product ClC1=C(C=C(C(=C1)F)[N+](=O)[O-])C (2-chloro-4-fluoro-5-nitrotoluene). Reaction SMILES: [Cl:1][C:2]1[CH:7]=[C:6]([F:8])[CH:5]=[CH:4][C:3]=1[CH3:9].[N+:10]([O-])([O-:12])=[O:11].[K+]>OS(O)(=O)=O>[Cl:1][C:2]1[CH:7]=[C:6]([F:8])[C:5]([N+:10]([O-:12])=[O:11])=[CH:4][C:3]=1[CH3:9] |f:1.2|. Reported procedure: To a solution of 100 g (0.7 mol) of 2-chloro-4-fluorotoluene in 250 ml of concentrated H2SO4 is added portion-wise 85 g (0.875 mol) of KNO3 at 0° C. (addition of the whole amount of KNO3 is finished in about 1 hour). The reddish mixture is slowly warmed-up at room temperature overnight and quenched over crushed ice and extracted with EtOAc. The organic layers are combined, dried over MgSO4 and concentrated. The crude oil is then purified over a large silica plug (eluent: 97/3 hexanes/EtOAc) to a... Reactants: O=C([O-])O, CO, Cl, [Na+], CC(Nc1ncnc2cc(OCCOC3CCCCO3)c([N+](=O)[O-])cc12)c1ccccc1. Product: CC(Nc1ncnc2cc(OCCO)c([N+](=O)[O-])cc12)c1ccccc1. Reaction SMILES: [C:34](=[O:35])([OH:36])[O-:37].[CH3:39][OH:40].[ClH:33].[Na+:38].[c:1]1([CH:7]([CH3:8])[NH:9][c:10]2[n:11][cH:12][n:13][c:14]3[cH:15][c:16]([O:23][CH2:24][CH2:25][O:26][CH:27]4[CH2:28][CH2:29][CH2:30][CH2:31][O:32]4)[c:17]([N+:20](=[O:21])[O-:22])[cH:18][c:19]23)[cH:2][cH:3][cH:4][cH:5][cH:6]1>>[c:1]1([CH:7]([CH3:8])[NH:9][c:10]2[n:11][cH:12][n:13][c:14]3[cH:15][c:16]([O:23][CH2:24][CH2:25][OH:26])[c:17]([N+:20](=[O:21])[O-:22])[cH:18][c:19]23)[cH:2][cH:3][cH:4][cH:5][cH:6]1.